Dataset: the Open Reaction Database (ORD), a public repository of structured organic reaction records. Task: describe an organic reaction: reactants, conditions, products, and yield Starting materials: CN1N=CC(=C1C(NC1=CC=2N(C=C1)N=C(N2)C=2C=NC=CC2)=O)C(=O)O (1-methyl-5-(2-(pyridin-3-yl)-[1,2,4]triazolo[1,5-a]pyridin-7-ylcarbamoyl)-1H-pyrazole-4-carboxylic acid), N1CCCC1 (pyrrolidine), CCCP(=O)=O (propylphosphonic anhydride), C(C)(C)N(C(C)C)CC (N,N-diisopropylethylamine). Run in O1CCCC1 (tetrahydrofurane). The product is CN1N=CC(=C1C(=O)NC1=CC=2N(C=C1)N=C(N2)C=2C=NC=CC2)C(=O)N2CCCC2 (1-methyl-N-(2-(pyridin-3-yl)-[1,2,4]triazolo[1,5-a]pyridin-7-yl)-4-(pyrrolidine-1-carbonyl)-1H-pyrazole-5-carboxamide). The yield is 82.9%. RXN SMILES: [CH3:1][N:2]1[C:6]([C:7](=[O:24])[NH:8][C:9]2[CH:14]=[CH:13][N:12]3[N:15]=[C:16]([C:18]4[CH:19]=[N:20][CH:21]=[CH:22][CH:23]=4)[N:17]=[C:11]3[CH:10]=2)=[C:5]([C:25](O)=[O:26])[CH:4]=[N:3]1.[NH:28]1[CH2:32][CH2:31][CH2:30][CH2:29]1.CCCP(=O)=O.C(N(CC)C(C)C)(C)C>O1CCCC1>[CH3:1][N:2]1[C:6]([C:7]([NH:8][C:9]2[CH:14]=[CH:13][N:12]3[N:15]=[C:16]([C:18]4[CH:19]=[N:20][CH:21]=[CH:22][CH:23]=4)[N:17]=[C:11]3[CH:10]=2)=[O:24])=[C:5]([C:25]([N:28]2[CH2:32][CH2:31][CH2:30][CH2:29]2)=[O:26])[CH:4]=[N:3]1. Procedure details: A mixture of 1-methyl-5-(2-(pyridin-3-yl)-[1,2,4]triazolo[1,5-a]pyridin-7-ylcarbamoyl)-1H-pyrazole-4-carboxylic acid (100 mg, 223 μmol), pyrrolidine (148 μl, 1.79 mmol), propylphosphonic anhydride (50% in ethyl acetate, 329 μl, 558 μmol) and N,N-diisopropylethylamine (114 μl, 669 μmol) in tetrahydrofurane (7 ml) is refluxed for 18 hours. The solvent is evaporated and the residue triturated with sat. aqueous sodium bicarbonate solution. The solid is collected by filtration, washed with water and ... As a reaction SMILES: [Cl:1][c:2]1[c:3]([C:22](=[O:23])[OH:24])[c:4]2[c:5]([c:6]([NH:9][c:10]3[cH:11][c:12]([C:16]([F:17])([F:18])[F:19])[cH:13][cH:14][cH:15]3)[n:7][o:8]2)[cH:20][cH:21]1.[NH2:25][c:26]1[cH:27][n:28][c:29]([NH:32][C:33]([CH3:34])=[O:35])[n:30][cH:31]1.[O:36]=[CH:37][N:38]([CH3:39])[CH3:40]>>[Cl:1][c:2]1[c:3]([C:22](=[O:24])[NH:25][c:26]2[cH:27][n:28][c:29]([NH:32][C:33]([CH3:34])=[O:35])[n:30][cH:31]2)[c:4]2[c:5]([c:6]([NH:9][c:10]3[cH:11][c:12]([C:16]([F:17])([F:18])[F:19])[cH:13][cH:14][cH:15]3)[n:7][o:8]2)[cH:20][cH:21]1. Starting materials: O=C(O)c1c(Cl)ccc2c(Nc3cccc(C(F)(F)F)c3)noc12, CC(=O)Nc1ncc(N)cn1, CN(C)C=O. Product: CC(=O)Nc1ncc(NC(=O)c2c(Cl)ccc3c(Nc4cccc(C(F)(F)F)c4)noc23)cn1. RXN SMILES: [CH3:1][NH:2][C:3]([CH:4]1[CH2:5][CH2:6][CH:7]([c:8]2[n:9]3[cH:10][cH:11][n:12][c:13]([NH2:14])[c:15]3[c:16](-[c:17]3[cH:18][cH:19][cH:20][c:21]([O:22][CH2:23][c:24]4[cH:25][cH:26][cH:27][cH:28][cH:29]4)[cH:30]3)[n:31]2)[CH2:32][CH2:33]1)=[O:34].[NH2:35][c:36]1[c:37]2[n:38]([cH:39][cH:40][n:41]1)[c:42]([CH:61]1[CH2:62][CH2:63][CH:64]([C:67](=[O:68])[OH:69])[CH2:65][CH2:66]1)[n:43][c:44]2-[c:45]1[cH:46][c:47]([O:51][CH2:52][c:53]2[c:54]([F:60])[cH:55][cH:56][cH:57][c:58]2[F:59])[cH:48][cH:49][cH:50]1>>[CH3:1][NH:2][C:67]([CH:64]1[CH2:63][CH2:62][CH:61]([c:42]2[n:38]3[c:37]([c:36]([NH2:35])[n:41][cH:40][cH:39]3)[c:44](-[c:45]3[cH:46][c:47]([O:51][CH2:52][c:53]4[c:54]([F:60])[cH:55][cH:56][cH:57][c:58]4[F:59])[cH:48][cH:49][cH:50]3)[n:43]2)[CH2:66][CH2:65]1)=[O:68]. The product is CNC(=O)C1CCC(c2nc(-c3cccc(OCc4c(F)cccc4F)c3)c3c(N)nccn23)CC1. Starting materials: CNC(=O)C1CCC(c2nc(-c3cccc(OCc4ccccc4)c3)c3c(N)nccn23)CC1, Nc1nccn2c(C3CCC(C(=O)O)CC3)nc(-c3cccc(OCc4c(F)cccc4F)c3)c12. The reactants are CCOC(=O)C=C1OC(=O)c2cc(C)c(C)cc21, CC(=O)O, Nc1ccc(F)cc1. Yields the product CCOC(=O)C=C1c2cc(C)c(C)cc2C(=O)N1c1ccc(F)cc1. RXN SMILES: [CH3:1][c:2]1[cH:3][c:4]2[c:8]([cH:9][c:10]1[CH3:11])[C:7](=[CH:12][C:13](=[O:14])[O:15][CH2:16][CH3:17])[O:6][C:5]2=[O:18].[CH3:27][C:28](=[O:29])[OH:30].[NH2:19][c:20]1[cH:21][cH:22][c:23]([F:24])[cH:25][cH:26]1>>[CH3:1][c:2]1[cH:3][c:4]2[c:8]([cH:9][c:10]1[CH3:11])[C:7](=[CH:12][C:13](=[O:14])[O:15][CH2:16][CH3:17])[N:19]([c:20]1[cH:21][cH:22][c:23]([F:24])[cH:25][cH:26]1)[C:5]2=[O:18]. Starting materials: C(C)(=O)OCC (ethyl acetate), COC(C1=C(C=CC=C1)NC(COC1=C(C=C(C=C1)Cl)Cl)=O)=O (2-[2-(2,4-dichloro-phenoxy)-acetylamino]-benzoic acid methyl ester), LiOHH2O, Cl (HCl). The solvent is [Cl-].[Na+].O (brine), C1CCOC1.O (THF H2O). Product: ClC1=C(OCC(=O)NC2=C(C(=O)O)C=CC=C2)C=CC(=C1)Cl (2-[2-(2,4-dichloro-phenoxy)-acetylamino]-benzoic acid). The yield is 89.0%. Reaction SMILES: C[O:2][C:3](=[O:23])[C:4]1[CH:9]=[CH:8][CH:7]=[CH:6][C:5]=1[NH:10][C:11](=[O:22])[CH2:12][O:13][C:14]1[CH:19]=[CH:18][C:17]([Cl:20])=[CH:16][C:15]=1[Cl:21].Cl.C(OCC)(=O)C>C1COCC1.O.[Cl-].[Na+].O>[Cl:21][C:15]1[CH:16]=[C:17]([Cl:20])[CH:18]=[CH:19][C:14]=1[O:13][CH2:12][C:11]([NH:10][C:5]1[CH:6]=[CH:7][CH:8]=[CH:9][C:4]=1[C:3]([OH:23])=[O:2])=[O:22] |f:3.4,5.6.7|. Procedure: 2-[2-(2,4-dichloro-phenoxy)-acetylamino]-benzoic acid methyl ester (94.6 mg, 0.27 mmol) in THF/H2O (3:1, 25 mL) was treated with LiOHH2O (22.7 mg, 0.54 mmol) at room temperature. The reaction mixture was then acidified with 10% HCl to PH 2, and added ethyl acetate and brine. The organic phase was washed with water, dried (MgSO4 anh), and concentrated. The residue was purified by silica gel column chromatography (CH2Cl2:MeOH=6:1) to give 2-[2-(2,4-dichloro-phenoxy)-acetylamino]-benzoic acid as a ... The reactants are C1CCOC1, Cc1ccc(NC(=O)Nc2ncc(C=O)s2)c(C(=O)C2CCCC2)c1, Cl, NO, [Na+], O=C([O-])O. Yields the product Cc1ccc(NC(=O)Nc2ncc(C=NO)s2)c(C(=O)C2CCCC2)c1. Reaction SMILES: [CH2:34]1[O:35][CH2:36][CH2:37][CH2:38]1.[CH:6]1([C:11](=[O:12])[c:13]2[c:14]([NH:20][C:21](=[O:22])[NH:23][c:24]3[s:25][c:26]([CH:29]=[O:30])[cH:27][n:28]3)[cH:15][cH:16][c:17]([CH3:19])[cH:18]2)[CH2:7][CH2:8][CH2:9][CH2:10]1.[ClH:31].[NH2:32][OH:33].[Na+:5].[O-:1][C:2]([OH:3])=[O:4]>>[CH:6]1([C:11](=[O:12])[c:13]2[c:14]([NH:20][C:21](=[O:22])[NH:23][c:24]3[s:25][c:26]([CH:29]=[N:32][OH:33])[cH:27][n:28]3)[cH:15][cH:16][c:17]([CH3:19])[cH:18]2)[CH2:7][CH2:8][CH2:9][CH2:10]1. The reactants are C(C)(C)(C)OC(=O)N1C2=C([C@@H](CCC1)O)C=C(C(=C2)C(F)(F)F)CC ((R)-7-ethyl-5-hydroxy-8-trifluoromethyl-2,3,4,5-tetrahydro-benzo[b]azepine-1-carboxylic acid tert-butyl ester), C1(=CC=CC=C1)P(=O)(C1=CC=CC=C1)N=[N+]=[N-] (diphenylphosphoryl azide), C1CCC2=NCCCN2CC1 (DBU). Run in C1(=CC=CC=C1)C (toluene). The product is C(C)(C)(C)OC(=O)N1C2=C([C@H](CCC1)N=[N+]=[N-])C=C(C(=C2)C(F)(F)F)CC ((S)-5-Azido-7-ethyl-8-trifluoromethyl-2,3,4,5-tetrahydro-benzo[b]azepine-1-carboxylic acid tert-butyl ester). Isolated yield 71.3%. As a reaction SMILES: [C:1]([O:5][C:6]([N:8]1[CH2:14][CH2:13][CH2:12][C@@H:11](O)[C:10]2[CH:16]=[C:17]([CH2:24][CH3:25])[C:18]([C:20]([F:23])([F:22])[F:21])=[CH:19][C:9]1=2)=[O:7])([CH3:4])([CH3:3])[CH3:2].C1(P([N:40]=[N+:41]=[N-:42])(C2C=CC=CC=2)=O)C=CC=CC=1.C1CCN2C(=NCCC2)CC1>C1(C)C=CC=CC=1>[C:1]([O:5][C:6]([N:8]1[CH2:14][CH2:13][CH2:12][C@H:11]([N:40]=[N+:41]=[N-:42])[C:10]2[CH:16]=[C:17]([CH2:24][CH3:25])[C:18]([C:20]([F:23])([F:22])[F:21])=[CH:19][C:9]1=2)=[O:7])([CH3:4])([CH3:3])[CH3:2]. Procedure: Heat a mixture of (R)-7-ethyl-5-hydroxy-8-trifluoromethyl-2,3,4,5-tetrahydro-benzo[b]azepine-1-carboxylic acid tert-butyl ester (7.59 g, 21.12 mmol), diphenylphosphoryl azide (DPPA, 5.50 mL, 25.64 mmol) and DBU (3.95 mL, 26.41 mmol) in toluene (200 mL) at 65° C. under nitrogen for 12 h. Add silica gel to the cooled mixture and remove the solvents under reduced pressure. Purify the residue by column chromatography, eluting with ethyl acetate/hexanes (1:2), to provide the title compound as a color...